Dataset: the Open Reaction Database (ORD), a public repository of structured organic reaction records. Task: describe an organic reaction: reactants, conditions, products, and yield The reactants are CCO, [Na+], [OH-], O, CCOC(=O)C1CN(C(=O)OCc2ccccc2)CC1O. The product is O=C(O)C1CN(C(=O)OCc2ccccc2)CC1O. RXN SMILES: [CH3:25][CH2:26][OH:27].[Na+:24].[OH-:23].[OH2:22].[OH:1][CH:2]1[CH:3]([C:17](=[O:18])[O:19][CH2:20][CH3:21])[CH2:4][N:5]([C:7](=[O:8])[O:9][CH2:10][c:11]2[cH:12][cH:13][cH:14][cH:15][cH:16]2)[CH2:6]1>>[OH:1][CH:2]1[CH:3]([C:17](=[O:18])[OH:19])[CH2:4][N:5]([C:7](=[O:8])[O:9][CH2:10][c:11]2[cH:12][cH:13][cH:14][cH:15][cH:16]2)[CH2:6]1. The reactants are COc1ccc(N)c(C)c1, CCO, Cc1nc2ccccc2c(Cl)c1CCCl, Cl. The product is COc1ccc(N2CCc3c(C)nc4ccccc4c32)c(C)c1. RXN SMILES: [CH3:17][O:18][c:19]1[cH:20][c:21]([CH3:26])[c:22]([NH2:23])[cH:24][cH:25]1.[CH3:27][CH2:28][OH:29].[CH3:2][c:3]1[n:4][c:5]2[cH:6][cH:7][cH:8][cH:9][c:10]2[c:11]([Cl:16])[c:12]1[CH2:13][CH2:14][Cl:15].[ClH:1]>>[CH3:2][c:3]1[n:4][c:5]2[cH:6][cH:7][cH:8][cH:9][c:10]2[c:11]2[c:12]1[CH2:13][CH2:14][N:23]2[c:22]1[c:21]([CH3:26])[cH:20][c:19]([O:18][CH3:17])[cH:25][cH:24]1. Starting materials: Cl.O(C)N (Methoxylamine hydrochloride), FC(C=1C=C(C=CC1)C(C)=O)(F)F (3′-(trifluoromethy)-acetophenone). Solvent: C(C)O (ethanol), N1=CC=CC=C1 (pyridine). Yields the product CON=C(C)C1=CC(=CC=C1)C(F)(F)F (1-(3-Trifluoromethyl-phenyl)-ethanone O-methyl-oxime). The yield is 93.0%. As a reaction SMILES: Cl.[O:2]([NH2:4])[CH3:3].[F:5][C:6]([F:17])([F:16])[C:7]1[CH:8]=[C:9]([C:13](=O)[CH3:14])[CH:10]=[CH:11][CH:12]=1>C(O)C.N1C=CC=CC=1>[CH3:3][O:2][N:4]=[C:13]([C:9]1[CH:10]=[CH:11][CH:12]=[C:7]([C:6]([F:5])([F:16])[F:17])[CH:8]=1)[CH3:14] |f:0.1|. Procedure details: Methoxylamine hydrochloride (2.33 g) is added to a solution of 3′-(trifluoromethy)-acetophenone (1.5 g) in ethanol (20 mL) and pyridine (2 mL). The solution is heated at reflux for 45 minutes. The reaction mixture is then cooled, concentrated under reduced pressure and partitioned between water and ethyl acetate. The aqueous layer is extracted with ethyl acetate. The combined organic layers are washed with saturated aqueous sodium chloride, dried over anhydrous magnesium sulfate and concentrated... The reactants are [Cl-].[Al+3].[Cl-].[Cl-] (Aluminum chloride), ice hydrochloric acid, ClC(CCC(=O)Cl)C (4-chlorovaleric acid chloride), C1=CC=CC=C1 (benzene). Solvent: C(Cl)(Cl)(Cl)Cl (carbon tetrachloride). Reaction conditions: time 15 minute. The product is C1(=CC=CC=C1)C(=O)CCCCCl (4-chlorobutyl phenyl ketone). Yield: 42.2%. Reaction SMILES: [Cl-:1].[Al+3].[Cl-].[Cl-].Cl[CH:6]([CH3:12])[CH2:7][CH2:8][C:9](Cl)=[O:10].[CH:13]1[CH:18]=[CH:17][CH:16]=[CH:15][CH:14]=1>C(Cl)(Cl)(Cl)Cl>[C:13]1([C:9]([CH2:8][CH2:7][CH2:6][CH2:12][Cl:1])=[O:10])[CH:18]=[CH:17][CH:16]=[CH:15][CH:14]=1 |f:0.1.2.3|. Reported procedure: Aluminum chloride (16 g, 0.12 mol) is suspended in carbon tetrachloride (80 ml). To the suspension is added dropwise 4-chlorovaleric acid chloride (18.6 g, 0.12 mol) with ice-cooling. The mixture is stirred for 15 minutes and benzene (7.8 g, 0.1 mol) is added dropwise to the mixture at below 5° C. Stirring is continued at the same temperature for 1 hour. The mixture is poured into ice-hydrochloric acid and extracted with chloroform. The chloroform layer is washed with water, saturated aqueous so... Reactants: [N+](=O)([O-])C1=C(C=CC=C1)CC(=O)O (2-nitrophenylacetic acid), C(C)=O (acetaldehyde), C(C)O (ethanol). Reagents/catalysts: [Pd] (palladium-on-carbon). The product is C(C)N(C1=C(C=CC=C1)CC(=O)O)CC (2-diethylaminophenylacetic acid). RXN SMILES: [N+:1]([C:4]1[CH:9]=[CH:8][CH:7]=[CH:6][C:5]=1[CH2:10][C:11]([OH:13])=[O:12])([O-])=O.[CH:14](=O)[CH3:15].[CH2:17](O)[CH3:18]>[Pd]>[CH2:17]([N:1]([CH2:14][CH3:15])[C:4]1[CH:9]=[CH:8][CH:7]=[CH:6][C:5]=1[CH2:10][C:11]([OH:13])=[O:12])[CH3:18]. Reported procedure: 2-Diethylaminonphenylacetic acid is prepared by hydrogenation of a suspension of 2-nitrophenylacetic acid (9 g) in ethanol (40 cc) under a pressure of 7 bar for 4 hours at 25° C. in the presence of acetaldehyde (7 cc) and 10% palladium-on-carbon black (1 g). The reaction mixture is filtered, the filtrate is concentrated to dryness under reduced pressssure (2.7 kPa) and the residue is chromatographed on a silica column (0.2-0.063 mm, diameter 5 cm, height 50 cm), eluting under a nitrogen pressure... RXN SMILES: [CH3:39][OH:40].[CH3:3][c:4]1[c:5]([O:6][CH2:7][C:8](=[O:9])[O:10][CH2:11][CH3:12])[cH:13][cH:14][c:15]([S:17][CH2:18][c:19]2[c:20]3[c:21]([n:22][cH:23][cH:24]2)[nH:25][c:26](-[c:28]2[cH:29][cH:30][c:31]([C:34]([F:35])([F:36])[F:37])[cH:32][cH:33]2)[n:27]3)[cH:16]1.[ClH:38].[Na+:2].[OH-:1].[OH2:41]>>[CH3:3][c:4]1[c:5]([O:6][CH2:7][C:8](=[O:9])[OH:10])[cH:13][cH:14][c:15]([S:17][CH2:18][c:19]2[c:20]3[c:21]([n:22][cH:23][cH:24]2)[nH:25][c:26](-[c:28]2[cH:29][cH:30][c:31]([C:34]([F:35])([F:36])[F:37])[cH:32][cH:33]2)[n:27]3)[cH:16]1. The product is Cc1cc(SCc2ccnc3[nH]c(-c4ccc(C(F)(F)F)cc4)nc23)ccc1OCC(=O)O. Starting materials: CO, CCOC(=O)COc1ccc(SCc2ccnc3[nH]c(-c4ccc(C(F)(F)F)cc4)nc23)cc1C, Cl, [Na+], [OH-], O. Reactants: C(C)(=O)OC(C)=O (acetic anhydride), NC(C(=O)OCC1CCN(CC1)C(=O)OC(C)(C)C)(C1=CC=CC=C1)C1=CC=CC=C1 (tert-butyl 4-((2-amino-2,2-diphenylacetyloxy)-methyl)piperidine-1-carboxylate), NC(C(=O)OCC1CCN(CC1)C(=O)OC(C)(C)C)(C1=CC=CC=C1)C1=CC=CC=C1 (tert-butyl 4-((2-amino-2,2-diphenylacetyloxy)-methyl)piperidine-1-carboxylate), C(C)(=O)OC(C)=O (acetic anhydride). Solvent: C(Cl)Cl (DCM), C(Cl)Cl (DCM). Reaction conditions: temperature 40 celsius, time 1 hour. Product: C(C)(=O)NC(C(=O)OCC1CCN(CC1)C(=O)OC(C)(C)C)(C1=CC=CC=C1)C1=CC=CC=C1 (tert-Butyl 4-((2-acetamido-2,2-diphenylacetyloxy)-methyl)piperidine-1-carboxylate). Reaction SMILES: [NH2:1][C:2]([C:26]1[CH:31]=[CH:30][CH:29]=[CH:28][CH:27]=1)([C:20]1[CH:25]=[CH:24][CH:23]=[CH:22][CH:21]=1)[C:3]([O:5][CH2:6][CH:7]1[CH2:12][CH2:11][N:10]([C:13]([O:15][C:16]([CH3:19])([CH3:18])[CH3:17])=[O:14])[CH2:9][CH2:8]1)=[O:4].[C:32](OC(=O)C)(=[O:34])[CH3:33]>C(Cl)Cl>[C:32]([NH:1][C:2]([C:26]1[CH:31]=[CH:30][CH:29]=[CH:28][CH:27]=1)([C:20]1[CH:25]=[CH:24][CH:23]=[CH:22][CH:21]=1)[C:3]([O:5][CH2:6][CH:7]1[CH2:12][CH2:11][N:10]([C:13]([O:15][C:16]([CH3:19])([CH3:17])[CH3:18])=[O:14])[CH2:9][CH2:8]1)=[O:4])(=[O:34])[CH3:33]. Reported procedure: To a solution of tert-butyl 4-((2-amino-2,2-diphenylacetyloxy)-methyl)piperidine-1-carboxylate (prepared as in Preparation intermediate 12 with diphenylglycine replacing cyclohexylmandelic acid) (0.50 g, 1.18 mmol) in DCM (1.5 mL) was added a solution of acetic anhydride (0.122 mL, 1.30 mmol) in DCM (0.5 mL). The reaction mixture was heated at 40° C. for 18 hours. The reaction mixture was allowed to cool to RT and further acetic anhydride (0.06 mL, 0.65 mmol) added. The reaction mixture was heat... Reactants: CO, COC(=O)c1cc([N+](=O)[O-])ccc1OC, ClCCl. Yields the product COC(=O)c1cc(N)ccc1OC. Reaction SMILES: [CH3:16][OH:17].[CH3:1][O:2][c:3]1[c:4]([C:5](=[O:6])[O:7][CH3:8])[cH:9][c:10]([N+:13]([O-:14])=[O:15])[cH:11][cH:12]1.[Cl:18][CH2:19][Cl:20]>>[CH3:1][O:2][c:3]1[c:4]([C:5](=[O:6])[O:7][CH3:8])[cH:9][c:10]([NH2:13])[cH:11][cH:12]1. Starting materials: C1(=CC=CC=C1)C=1C(OC=2CCCCC2C1O)=O (3-phenyl-4-hydroxy-5,6,7,8-tetrahydro-coumarin), O1CCN(CC1)C(C)Cl (2-morpholino-2-chlorethane). Solvent: C(C)O (ethanol). The product is O1CCN(CC1)CCOC1=C(C(OC=2CCCCC12)=O)C1=CC=CC=C1 (4-(2'-Morpholinoethoxy)-3-phenyl-5,6,7,8-tetrahydro-coumarin). The yield is 71.0%. As a reaction SMILES: [C:1]1([C:7]2[C:8](=[O:18])[O:9][C:10]3[CH2:11][CH2:12][CH2:13][CH2:14][C:15]=3[C:16]=2[OH:17])[CH:6]=[CH:5][CH:4]=[CH:3][CH:2]=1.[O:19]1[CH2:24][CH2:23][N:22]([CH:25](Cl)[CH3:26])[CH2:21][CH2:20]1>C(O)C>[O:19]1[CH2:24][CH2:23][N:22]([CH2:25][CH2:26][O:17][C:16]2[C:15]3[CH2:14][CH2:13][CH2:12][CH2:11][C:10]=3[O:9][C:8](=[O:18])[C:7]=2[C:1]2[CH:2]=[CH:3][CH:4]=[CH:5][CH:6]=2)[CH2:21][CH2:20]1. Reported procedure: The desired product is prepared according to the method of Example 9 from 14.5 g. (0.06 mol) of 3-phenyl-4-hydroxy-5,6,7,8-tetrahydro-coumarin and 11.7 g. (0.078 mol) of 2-morpholino-2-chlorethane. M.P. 115° C. (ethanol); weight 15.1 g. (yield 71%, theoretical yield 21.3 g.). The reactants are CO, ClC(Cl)Cl, COC(=O)c1ccccc1Sc1ccc(CCl)cc1[N+](=O)[O-]. Yields the product COC(=O)c1ccccc1Sc1ccc(CCl)cc1N. As a reaction SMILES: [CH3:23][OH:24].[CH:25]([Cl:26])([Cl:27])[Cl:28].[N+:1]([O-:2])(=[O:3])[c:4]1[c:5]([S:12][c:13]2[c:14]([C:15](=[O:16])[O:17][CH3:18])[cH:19][cH:20][cH:21][cH:22]2)[cH:6][cH:7][c:8]([CH2:10][Cl:11])[cH:9]1>>[NH2:1][c:4]1[c:5]([S:12][c:13]2[c:14]([C:15](=[O:16])[O:17][CH3:18])[cH:19][cH:20][cH:21][cH:22]2)[cH:6][cH:7][c:8]([CH2:10][Cl:11])[cH:9]1.